From a dataset of the Open Reaction Database (ORD), a public repository of structured organic reaction records. describe an organic reaction: reactants, conditions, products, and yield RXN SMILES: [CH3:1][C:2]1[NH:3][C:4]2[C:9]([CH:10]=1)=[C:8]([C:11]([F:14])([F:13])[F:12])[C:7]([C:15]#[N:16])=[CH:6][CH:5]=2.Cl[CH2:18][CH2:19][O:20][CH2:21][CH2:22][O:23][CH3:24]>>[CH3:1][C:2]1[N:3]([CH2:18][CH2:19][O:20][CH2:21][CH2:22][O:23][CH3:24])[C:4]2[C:9]([CH:10]=1)=[C:8]([C:11]([F:12])([F:14])[F:13])[C:7]([C:15]#[N:16])=[CH:6][CH:5]=2. Procedure: Synthesized as described in Example 4 using 2-methyl-4-(trifluoromethyl)-1H-indole-5-carbonitrile (Example 120) and 1-chloro-2-{[2-(methyloxy)ethyl]oxy}ethane: MS (ES) m/z 327 (M+1). The reactants are CC=1NC2=CC=C(C(=C2C1)C(F)(F)F)C#N (2-methyl-4-(trifluoromethyl)-1H-indole-5-carbonitrile), ClCCOCCOC (1-chloro-2-{[2-(methyloxy)ethyl]oxy}ethane). Product: CC=1N(C2=CC=C(C(=C2C1)C(F)(F)F)C#N)CCOCCOC (2-Methyl-1-(2-{[2-(methyloxy)ethyl]oxy}ethyl)-4-(trifluoromethyl)-1H-indole-5-carbonitrile). Reactants: ClC=1C=C2C(C(NC2=CC1)=O)=O (5-chloroisatin), O.NN (hydrazine hydrate). Solvent: C(C)O (ethanol). Reaction conditions: time 8 hour. The product is ClC=1C=C2C(C(NC2=CC1)=O)=NN (5-chloro-3-hydrazono-2-oxindole). As a reaction SMILES: [Cl:1][C:2]1[CH:3]=[C:4]2[C:8](=[CH:9][CH:10]=1)[NH:7][C:6](=[O:11])[C:5]2=O.O.[NH2:14][NH2:15]>C(O)C>[Cl:1][C:2]1[CH:3]=[C:4]2[C:8](=[CH:9][CH:10]=1)[NH:7][C:6](=[O:11])[C:5]2=[N:14][NH2:15] |f:1.2|. Procedure details: To a stirred slurry of 100 g (0.55 mol) of 5-chloroisatin in 930 ml of ethanol was added 40 ml (0.826 mol) of hydrazine hydrate, resulting in a red solution. The solution was heated under reflux for 3.5 hours, during which time a precipitate appeared. The reaction mixture was stirred overnight, and then the precipitate was recovered by filtration to give 5-chloro-3-hydrazono-2-oxindole as a yellow solid, which was dried in a vacuum oven. The dried solid weighed 105.4 g. Starting materials: C(C1=CC=CC=C1)=O (benzaldehyde), C(C)(C)N (isopropylamine), SC(C(=O)O)CC(=O)O (mercaptosuccinic acid). The solvent is CN(C)C=O (DMF), CN(C)C=O (DMF), O (water). Reaction conditions: temperature 80 celsius. The product is C(C)(C)N1C(SC(C1=O)CC(=O)O)C1=CC=CC=C1 (2-(3-Isopropyl-4-oxo-2-phenylthiazolidin-5-yl)acetic acid). As a reaction SMILES: [CH:1](=O)[C:2]1[CH:7]=[CH:6][CH:5]=[CH:4][CH:3]=1.[CH:9]([NH2:12])([CH3:11])[CH3:10].[SH:13][CH:14]([CH2:18][C:19]([OH:21])=[O:20])[C:15](O)=[O:16]>CN(C=O)C.O>[CH:9]([N:12]1[C:15](=[O:16])[CH:14]([CH2:18][C:19]([OH:21])=[O:20])[S:13][CH:1]1[C:2]1[CH:7]=[CH:6][CH:5]=[CH:4][CH:3]=1)([CH3:11])[CH3:10]. Reported procedure: A solution of benzaldehyde (0.75 mmol, 79.6 mg) and isopropylamine (53.1 mg, 0.9 mmol) in DMF (0.5 ml) with 4 Å molecular sieves was heated at 80° C. for 2 hours. A solution of mercaptosuccinic acid (1.13 mmol, 168 mg) in DMF (0.2 ml) was added and the reaction was heated at 80° C. for an additional 16 hours. The reaction mixture was diluted with water and extracted with EtOAc. The organic layer was washed with 1N HCl, water and evaporated to dryness to give the desired product which was used wi...